From a dataset of the Open Reaction Database (ORD), a public repository of structured organic reaction records. describe an organic reaction: reactants, conditions, products, and yield Starting materials: COC1=C(C(=O)Cl)C(=C(C=C1C(C)C)S(N)(=O)=O)C (2-methoxy-3-isopropyl-5-sulphamoyl-6-methyl benzoyl chloride), C1(CC1)CN1C(CCC1)CN (1-cyclopropylmethyl-2-aminomethylpyrrolidine). Solvent: CC(=O)CC (methyl-ethyl-ketone), CC(=O)CC (methylethyl ketone). Run at temperature 10 celsius. Product: C1(CC1)CN1C(CCC1)CNC(C1=C(C(=CC(=C1C)S(N)(=O)=O)C(C)C)OC)=O (N-(1-cyclopropylmethyl-2-pyrrolidylmethyl)-2-methoxy-3-isopropyl-5-sulphamoyl-6-methylbenzamide). Isolated yield 23.6%. Reaction SMILES: [CH:1]1([CH2:4][N:5]2[CH2:9][CH2:8][CH2:7][CH:6]2[CH2:10][NH2:11])[CH2:3][CH2:2]1.[CH3:12][O:13][C:14]1[C:22]([CH:23]([CH3:25])[CH3:24])=[CH:21][C:20]([S:26](=[O:29])(=[O:28])[NH2:27])=[C:19]([CH3:30])[C:15]=1[C:16](Cl)=[O:17]>CC(CC)=O>[CH:1]1([CH2:4][N:5]2[CH2:9][CH2:8][CH2:7][CH:6]2[CH2:10][NH:11][C:16](=[O:17])[C:15]2[C:19]([CH3:30])=[C:20]([S:26](=[O:29])(=[O:28])[NH2:27])[CH:21]=[C:22]([CH:23]([CH3:25])[CH3:24])[C:14]=2[O:13][CH3:12])[CH2:2][CH2:3]1. Reported procedure: 4.3 g of 1-cyclopropylmethyl-2-aminomethylpyrrolidine (0.028 mole) and 40 ml of methylethyl ketone are placed in 250 ml flask fitted with an agitator, a thermometer and a dropping funnel. The mixture is cooled to about 10° C. and a solution of 7.6 g of 2-methoxy-3-isopropyl-5-sulphamoyl-6-methyl benzoyl chloride (0.025 mole) in 50 ml of methyl-ethyl-ketone is poured in drop by drop. The mixture is reacted for 1 hour at room temperature then evaporated dry under vacuum, and the residue is dissolv... Procedure: To a solution of methyl 6-(6-methyl-2-phenyl-1H-indol-3-ylmethyl)pyridine-2-carboxylate (100 mg) in N,N-dimethylformamide (2 mL) was added sodium hydride (min. 55% in oil, 13 mg) under ice-cooling, and this mixture was stirred at room temperature for 30 minutes. Then, methyl iodide (0.026 mL) was added thereto, followed by stirring at room temperature overnight. To the reaction mixture were added ethyl acetate and water, and the organic layer was separated. The organic layer was washed with wate... Product: CN1C(=C(C2=CC=C(C=C12)C)CC1=CC=CC(=N1)C(=O)OC)C1=CC=CC=C1 (Methyl 6-(1,6-dimethyl-2-phenyl-1H-indol-3-ylmethyl)pyridine-2-carboxylate). As a reaction SMILES: [CH3:1][C:2]1[CH:10]=[C:9]2[C:5]([C:6]([CH2:17][C:18]3[N:23]=[C:22]([C:24]([O:26][CH3:27])=[O:25])[CH:21]=[CH:20][CH:19]=3)=[C:7]([C:11]3[CH:16]=[CH:15][CH:14]=[CH:13][CH:12]=3)[NH:8]2)=[CH:4][CH:3]=1.[H-].[Na+].CI.[C:32](OCC)(=O)C>CN(C)C=O.O>[CH3:32][N:8]1[C:9]2[C:5](=[CH:4][CH:3]=[C:2]([CH3:1])[CH:10]=2)[C:6]([CH2:17][C:18]2[N:23]=[C:22]([C:24]([O:26][CH3:27])=[O:25])[CH:21]=[CH:20][CH:19]=2)=[C:7]1[C:11]1[CH:12]=[CH:13][CH:14]=[CH:15][CH:16]=1 |f:1.2|. Solvent: O (water), CN(C=O)C (N,N-dimethylformamide). Starting materials: C(C)(=O)OCC (ethyl acetate), CC1=CC=C2C(=C(NC2=C1)C1=CC=CC=C1)CC1=CC=CC(=N1)C(=O)OC (methyl 6-(6-methyl-2-phenyl-1H-indol-3-ylmethyl)pyridine-2-carboxylate), [H-].[Na+] (sodium hydride), CI (methyl iodide). Run at time 30 minute. Starting materials: COC(C1=CC(=C(C=C1)SC1=CC=C(C=C1)OC)NC=1C2=C(N=CN1)N=C(C=C2)C(C)C)=O (3-(7-Isopropyl-pyrido[2,3-d]pyrimidin-4-ylamino)-4-(4-methoxy-phenylsulfanyl)-benzoic acid methyl ester), [OH-].[Na+] (sodium hydroxide), Cl (hydrochloric acid). Run in O1CCCC1 (tetrahydrofuran). Reaction conditions: temperature 50 celsius. The product is C(C)(C)C=1C=CC2=C(N=CN=C2NC=2C=C(C(=O)O)C=CC2SC2=CC=C(C=C2)OC)N1 (3-(7-Isopropyl-pyrido[2,3-d]pyrimidin-4-ylamino)-4-(4-methoxy-phenylsulfanyl)-benzoic acid), solid. Yield: 42.0%. RXN SMILES: C[O:2][C:3](=[O:33])[C:4]1[CH:9]=[CH:8][C:7]([S:10][C:11]2[CH:16]=[CH:15][C:14]([O:17][CH3:18])=[CH:13][CH:12]=2)=[C:6]([NH:19][C:20]2[C:21]3[CH:29]=[CH:28][C:27]([CH:30]([CH3:32])[CH3:31])=[N:26][C:22]=3[N:23]=[CH:24][N:25]=2)[CH:5]=1.[OH-].[Na+].Cl>O1CCCC1>[CH:30]([C:27]1[CH:28]=[CH:29][C:21]2[C:20]([NH:19][C:6]3[CH:5]=[C:4]([CH:9]=[CH:8][C:7]=3[S:10][C:11]3[CH:16]=[CH:15][C:14]([O:17][CH3:18])=[CH:13][CH:12]=3)[C:3]([OH:33])=[O:2])=[N:25][CH:24]=[N:23][C:22]=2[N:26]=1)([CH3:32])[CH3:31] |f:1.2|. Procedure: To the product from Example 136C (1.56 g, 3.4 mmol) in tetrahydrofuran (20 mL) was added 1N aqueous sodium hydroxide (10 mL, 10 mmol) and the reaction mixture heated at 50° C. for 3 hours. After cooling the reaction mixture to room temperature, the pH was adjusted to 6.5 with 1N aqueous hydrochloric acid and the resulting precipitate was removed by vacuum filtration. The product was dried under high vacuum overnight to provide the title compound as an off white solid (643 mg, 42%).